Dataset: the Open Reaction Database (ORD), a public repository of structured organic reaction records. Task: describe an organic reaction: reactants, conditions, products, and yield The reactants are C(C(=O)O)NCP(=O)(O)O (glyphosate), [OH-].[K+] (KOH). Run in O (water). Product: C(C(=O)O)NCP(=O)(O)[O-].[K+] (Potassium Glyphosate). Reaction SMILES: [CH2:1]([NH:5][CH2:6][P:7]([OH:10])([OH:9])=[O:8])[C:2]([OH:4])=[O:3].[OH-].[K+:12]>O>[CH2:1]([NH:5][CH2:6][P:7]([O-:10])([OH:9])=[O:8])[C:2]([OH:4])=[O:3].[K+:12] |f:1.2,4.5|. Procedure details: The procedure of Example 1 is followed using 486.19 g of glyphosate acid, 323.23 g of deionized water, and 190.58 g of KOH pellets. The resulting potassium glyphosate concentrate (1000 g) has 44.0% acid equivalents. The final pH of the concentrate, measured as a 10% solution in deionized water, is 4.5.